From a dataset of the Open Reaction Database (ORD), a public repository of structured organic reaction records. describe an organic reaction: reactants, conditions, products, and yield Run at temperature 100 celsius. The reagents and catalysts are Dichlorobis(triphenylphosphine) palladium. Yield: 45.9%. Reactants: ClC1=NC(=CC(=N1)C(C)(C)O)N1[C@H](COCC1)C (2-[2-Chloro-6-[(3S)-3-methylmorpholin-4-yl]pyrimidin-4-yl]propan-2-ol), Cl (hydrochloric acid), CN1N=CC(=C1)CNC(NC1=CC=C(C=C1)B1OC(C(O1)(C)C)(C)C)=O (3-[(1-Methylpyrazol-4-yl)methyl]-1-[4-(4,4,5,5-tetramethyl-1,3,2-dioxaborolan-2-yl)phenyl]urea), C([O-])([O-])=O.[Na+].[Na+] (sodium carbonate). Product: OC(C)(C)C1=NC(=NC(=C1)N1[C@H](COCC1)C)C1=CC=C(C=C1)NC(=O)NCC=1C=NN(C1)C (1-[4-[4-(2-Hydroxypropan-2-yl)-6-[(3S)-3-methylmorpholin-4-yl]pyrimidin-2-yl]phenyl]-3-[(1-methylpyrazol-4-yl)methyl]urea). Procedure: 2-[2-Chloro-6-[(3S)-3-methylmorpholin-4-yl]pyrimidin-4-yl]propan-2-ol (70 mg) was dissolved in an 18% DMF in a mixture of 7:3:2 DME:water:ethanol (4 mL). 3-[(1-Methylpyrazol-4-yl)methyl]-1-[4-(4,4,5,5-tetramethyl-1,3,2-dioxaborolan-2-yl)phenyl]urea (115 mg) and 2M sodium carbonate (1 mL) were added. Dichlorobis(triphenylphosphine) palladium catalyst (10 mg) was added and the solution heated in a microwave reactor at 100° C. for 0.5 h. The mixture was acidified with concentrated hydrochloric acid... Solvent: CN(C)C=O (DMF), COCCOC (DME), C(C)O (ethanol), O (water). Reaction SMILES: Cl[C:2]1[N:7]=[C:6]([C:8]([OH:11])([CH3:10])[CH3:9])[CH:5]=[C:4]([N:12]2[CH2:17][CH2:16][O:15][CH2:14][C@@H:13]2[CH3:18])[N:3]=1.[CH3:19][N:20]1[CH:24]=[C:23]([CH2:25][NH:26][C:27](=[O:44])[NH:28][C:29]2[CH:34]=[CH:33][C:32](B3OC(C)(C)C(C)(C)O3)=[CH:31][CH:30]=2)[CH:22]=[N:21]1.C(=O)([O-])[O-].[Na+].[Na+].Cl>CN(C=O)C.COCCOC.C(O)C.O>[OH:11][C:8]([C:6]1[CH:5]=[C:4]([N:12]2[CH2:17][CH2:16][O:15][CH2:14][C@@H:13]2[CH3:18])[N:3]=[C:2]([C:32]2[CH:33]=[CH:34][C:29]([NH:28][C:27]([NH:26][CH2:25][C:23]3[CH:22]=[N:21][N:20]([CH3:19])[CH:24]=3)=[O:44])=[CH:30][CH:31]=2)[N:7]=1)([CH3:10])[CH3:9] |f:2.3.4|.